This data is from the Open Reaction Database (ORD), a public repository of structured organic reaction records. The task is: describe an organic reaction: reactants, conditions, products, and yield The reactants are COC(=O)c1nn(-c2ccc(F)cc2)c(C=O)c1C(C)C, CO, [Na+], [OH-]. Product: CC(C)c1c(C(=O)O)nn(-c2ccc(F)cc2)c1C=O. RXN SMILES: [CH3:1][O:2][C:3](=[O:4])[c:5]1[n:6][n:7](-[c:15]2[cH:16][cH:17][c:18]([F:21])[cH:19][cH:20]2)[c:8]([CH:13]=[O:14])[c:9]1[CH:10]([CH3:11])[CH3:12].[CH3:24][OH:25].[Na+:23].[OH-:22]>>[O:2]=[C:3]([OH:4])[c:5]1[n:6][n:7](-[c:15]2[cH:16][cH:17][c:18]([F:21])[cH:19][cH:20]2)[c:8]([CH:13]=[O:14])[c:9]1[CH:10]([CH3:11])[CH3:12]. Reactants: CC#COc1ccccc1S(N)(=O)=O, CS(C)=O, Cl. Product: C=C=COc1ccccc1S(N)(=O)=O. RXN SMILES: [C:1](#[C:2][CH3:3])[O:4][c:5]1[c:6]([S:11](=[O:12])(=[O:13])[NH2:14])[cH:7][cH:8][cH:9][cH:10]1.[CH3:16][S:17](=[O:18])[CH3:19].[ClH:15]>>[CH:1](=[C:2]=[CH2:3])[O:4][c:5]1[c:6]([S:11](=[O:12])(=[O:13])[NH2:14])[cH:7][cH:8][cH:9][cH:10]1.